Dataset: the Open Reaction Database (ORD), a public repository of structured organic reaction records. Task: describe an organic reaction: reactants, conditions, products, and yield The yield is 80.7%. Procedure: A solution of the benzophenone intermediate (12.51 g) in EtOH (200 ml) was treated with a solution of NaOMe in MeOH (25 wt. %, 22.86 ml, 0.1 mole) at room temperature, the color of the mixture changed from yellow to orange immediately. The reaction mixture was brought to reflux for 100 min. Cooled to 0°, the reaction mixture was treated with water (100 ml), to produce a fine white precipitate. The solid was filtered on a Buchner funnel, washed with water and EtOH, and finally dried in vacuo, yie... Yields the product COC=1C=CC=2C(C3=CC=CC=C3OC2C1)=O (3-Methoxy-9H-xanthen-9-one). RXN SMILES: [C:1]([C:9]1[CH:14]=[CH:13][CH:12]=[CH:11][CH:10]=1)(=[O:8])[C:2]1[CH:7]=[CH:6][CH:5]=[CH:4][CH:3]=1.[CH3:15][O-:16].[Na+].C[OH:19].O>CCO>[CH3:15][O:16][C:5]1[CH:4]=[CH:3][C:2]2[C:1](=[O:8])[C:9]3[C:14]([O:19][C:7]=2[CH:6]=1)=[CH:13][CH:12]=[CH:11][CH:10]=3 |f:1.2|. Starting materials: C(C1=CC=CC=C1)(=O)C1=CC=CC=C1 (benzophenone), C[O-].[Na+] (NaOMe), CO (MeOH), O (water). The solvent is CCO (EtOH). Reactants: CC(=O)O[BH-](OC(C)=O)OC(C)=O, [BH3-]C#N, COc1ccc(CN2CCC(=O)CC2=O)c(OC)c1, CC(=O)O, CO, NC(c1ccccc1)c1ccccc1, ClCCl, [Na+], [Na+], [Na+], [Na+], O=S(=O)([O-])[O-]. The product is COc1ccc(CN2CCC(NC(c3ccccc3)c3ccccc3)CC2=O)c(OC)c1. As a reaction SMILES: [C:45]([O:46][BH-:47]([O:48][C:49](=[O:50])[CH3:51])[O:52][C:53](=[O:54])[CH3:55])(=[O:56])[CH3:57].[C:59]([BH3-:60])#[N:61].[CH3:1][O:2][c:3]1[c:4]([CH2:5][N:6]2[C:7](=[O:13])[CH2:8][C:9](=[O:12])[CH2:10][CH2:11]2)[cH:14][cH:15][c:16]([O:18][CH3:19])[cH:17]1.[CH3:41][C:42](=[O:43])[OH:44].[CH3:66][OH:67].[CH:20]([c:21]1[cH:22][cH:23][cH:24][cH:25][cH:26]1)([c:27]1[cH:28][cH:29][cH:30][cH:31][cH:32]1)[NH2:33].[Cl:63][CH2:64][Cl:65].[Na+:34].[Na+:35].[Na+:58].[Na+:62].[O-:36][S:37](=[O:38])(=[O:39])[O-:40]>>[CH3:1][O:2][c:3]1[c:4]([CH2:5][N:6]2[C:7](=[O:13])[CH2:8][CH:9]([NH:33][CH:20]([c:21]3[cH:22][cH:23][cH:24][cH:25][cH:26]3)[c:27]3[cH:28][cH:29][cH:30][cH:31][cH:32]3)[CH2:10][CH2:11]2)[cH:14][cH:15][c:16]([O:18][CH3:19])[cH:17]1. The reactants are Cl (hydrogen chloride), CO (MeOH), FC(CN=C(NC1=NC(=NC=C1)OCCCCC#N)N)(F)F (5-[4-(2-[2,2,2-trifluoroethyl]guanidino)pyrimid-2-yloxy]valeronitrile). The solvent is C(Cl)(Cl)Cl (chloroform). Run at time 60 hour. Product: FC(CN=C(NC1=NC(=NC=C1)OCCCCC(OC)=N)N)(F)F (methyl 5-[4-(2-[2,2,2-trifluoroethyl]guanidino)pyrimid-2-yloxy]valerimidate). As a reaction SMILES: [F:1][C:2]([F:22])([F:21])[CH2:3][N:4]=[C:5]([NH2:20])[NH:6][C:7]1[CH:12]=[CH:11][N:10]=[C:9]([O:13][CH2:14][CH2:15][CH2:16][CH2:17][C:18]#[N:19])[N:8]=1.Cl.[CH3:24][OH:25]>C(Cl)(Cl)Cl>[F:22][C:2]([F:1])([F:21])[CH2:3][N:4]=[C:5]([NH2:20])[NH:6][C:7]1[CH:12]=[CH:11][N:10]=[C:9]([O:13][CH2:14][CH2:15][CH2:16][CH2:17][C:18](=[NH:19])[O:25][CH3:24])[N:8]=1. Procedure details: The above nitrile (3 g.) was dissolved in dry chloroform (40 ml.) and MeOH (20 ml.), cooled to 0° and saturated with hydrogen chloride gas. The mixture was kept at 0° for 60 hours then volatile material was evaporated in vacuo. The residue was shaken with cold aqueous potassium carbonate solution (50 ml.) and extracted with chloroform (3×50 ml.). The combined extracts were dried (MgSO4) and evaporated in vacuo to give methyl 5-[4-(2-[2,2,2-trifluoroethyl]guanidino)pyrimid-2-yloxy]valerimidate as... Starting materials: C(C)(=O)OC(C)=O (Acetic anhydride), OC1=C(C=C(C(=O)O)C=C1)OC (4-hydroxy-3-methoxybenzoic acid). Solvent: xylenes. Product: C(C)(=O)OC1=C(C=C(C(=O)O)C=C1)OC (4-acetoxy-3-methoxybenzoic acid). Reaction SMILES: [C:1](OC(=O)C)(=[O:3])[CH3:2].[OH:8][C:9]1[CH:17]=[CH:16][C:12]([C:13]([OH:15])=[O:14])=[CH:11][C:10]=1[O:18][CH3:19]>>[C:1]([O:8][C:9]1[CH:17]=[CH:16][C:12]([C:13]([OH:15])=[O:14])=[CH:11][C:10]=1[O:18][CH3:19])(=[O:3])[CH3:2]. Procedure details: Acetic anhydride (72.9 g, 67.4 mL) is added under nitrogen at room temperature to 4-hydroxy-3-methoxybenzoic acid (97.7 g) in xylenes (817 g, 950 mL) while stirring. The stirred mixture is heated to 115°-125° C. and heated at 120°-125° C. for 4 to 20 hours under nitrogen. Part of the liquid is then removed by distillation at about 150° bath temperature to a volume of about 700 ml and the mixture is cooled to room temperature to obtain a slurry of 4-acetoxy-3-methoxybenzoic acid which is again di...